From a dataset of the Open Reaction Database (ORD), a public repository of structured organic reaction records. describe an organic reaction: reactants, conditions, products, and yield The reactants are N1(CCNCC1)C(=O)OC(C)(C)C (Tert-Butyl 1-piperazinecarboxylate), C(C)N1CCOCC1 (N-ethylmorpholine), C(C)OC(=O)C1=NC2=CC(=CC=C2C(=C1)OCC(=O)O)C (4-Carboxymethoxy-7-methyl-quinoline-2-carboxylic acid ethyl ester), FC1=C(C(=C(C(=C1O)F)F)F)F (pentafluorophenol). Solvent: C(Cl)Cl (DCM), CN(C)C=O (DMF), CN(C)C=O (DMF), C(CCl)Cl (EDC). Yields the product C(C)OC(=O)C1=NC2=CC(=CC=C2C(=C1)OCC(=O)N1CCN(CC1)C(=O)OC(C)(C)C)C (4-[2-(4-tert-Butoxycarbonyl-piperazin-1-yl)-2-oxo-ethoxy]-7-methyl-quinoline-2-carboxylic acid ethyl ester). As a reaction SMILES: [CH2:1]([O:3][C:4]([C:6]1[CH:15]=[C:14]([O:16][CH2:17][C:18]([OH:20])=O)[C:13]2[C:8](=[CH:9][C:10]([CH3:21])=[CH:11][CH:12]=2)[N:7]=1)=[O:5])[CH3:2].FC1C(O)=C(F)C(F)=C(F)C=1F.[N:34]1([C:40]([O:42][C:43]([CH3:46])([CH3:45])[CH3:44])=[O:41])[CH2:39][CH2:38][NH:37][CH2:36][CH2:35]1.C(N1CCOCC1)C>CN(C=O)C.C(Cl)Cl.C(Cl)CCl>[CH2:1]([O:3][C:4]([C:6]1[CH:15]=[C:14]([O:16][CH2:17][C:18]([N:37]2[CH2:36][CH2:35][N:34]([C:40]([O:42][C:43]([CH3:46])([CH3:45])[CH3:44])=[O:41])[CH2:39][CH2:38]2)=[O:20])[C:13]2[C:8](=[CH:9][C:10]([CH3:21])=[CH:11][CH:12]=2)[N:7]=1)=[O:5])[CH3:2]. Reported procedure: To a solution of 990 mg 4-Carboxymethoxy-7-methyl-quinoline-2-carboxylic acid ethyl ester in 5 ml DMF were added 945 mg pentafluorophenol and 984 mg EDC. The mixture was stirred under exclusion of moisture until LCMS indicated complete conversion to the corresponding pentafluorophenolester. Tert-Butyl 1-piperazinecarboxylate (437 mg) was mixed with 0.8 ml N-ethylmorpholine and 10 ml DMF and this mixture added dropwise to the solution of the pentafluorophenolester. After 12 h the reaction mixture... RXN SMILES: [C:1]([O:2][C:3](=[O:4])[N:8]1[CH2:9][CH:10]([O:12][c:13]2[c:14]([O:39][CH3:40])[cH:15][c:16](-[n:19]3[c:20](=[O:38])[c:21]4[c:22]([cH:23][cH:24]3)[n:25][c:26](-[c:28]3[cH:29][cH:30][c:31]([C:34]([F:35])([F:36])[F:37])[cH:32][cH:33]3)[s:27]4)[cH:17][cH:18]2)[CH2:11]1)([CH3:5])([CH3:6])[CH3:7].[Cl:41][CH2:42][Cl:43].[OH:44][C:45]([C:46]([F:47])([F:48])[F:49])=[O:50]>>[NH:8]1[CH2:9][CH:10]([O:12][c:13]2[c:14]([O:39][CH3:40])[cH:15][c:16](-[n:19]3[c:20](=[O:38])[c:21]4[c:22]([cH:23][cH:24]3)[n:25][c:26](-[c:28]3[cH:29][cH:30][c:31]([C:34]([F:35])([F:36])[F:37])[cH:32][cH:33]3)[s:27]4)[cH:17][cH:18]2)[CH2:11]1. Starting materials: COc1cc(-n2ccc3nc(-c4ccc(C(F)(F)F)cc4)sc3c2=O)ccc1OC1CN(C(=O)OC(C)(C)C)C1, ClCCl, O=C(O)C(F)(F)F. Product: COc1cc(-n2ccc3nc(-c4ccc(C(F)(F)F)cc4)sc3c2=O)ccc1OC1CNC1. Starting materials: CCOC(=O)c1ccc(-n2cc(C#N)c3cc(F)c(F)cc32)cc1O, CCO, Cl, [Li+], C1CCOC1, [OH-], O. Yields the product N#Cc1cn(-c2ccc(C(=O)O)c(O)c2)c2cc(F)c(F)cc12. Reaction SMILES: [CH2:1]([CH3:2])[O:3][C:4]([c:5]1[c:6]([OH:24])[cH:7][c:8](-[n:11]2[cH:12][c:13]([C:22]#[N:23])[c:14]3[cH:15][c:16]([F:21])[c:17]([F:20])[cH:18][c:19]23)[cH:9][cH:10]1)=[O:25].[CH3:35][CH2:36][OH:37].[ClH:33].[Li+:31].[O:26]1[CH2:27][CH2:28][CH2:29][CH2:30]1.[OH-:32].[OH2:34]>>[O:3]=[C:4]([c:5]1[c:6]([OH:24])[cH:7][c:8](-[n:11]2[cH:12][c:13]([C:22]#[N:23])[c:14]3[cH:15][c:16]([F:21])[c:17]([F:20])[cH:18][c:19]23)[cH:9][cH:10]1)[OH:25]. Reactants: C(C)(C)(C)C1=CC=C(C=C1)C1=CC=C2C=CC3=CC(=CC4=CC=C1C2=C34)B3OC(C(O3)(C)C)(C)C (2-[1-(4-t-butylphenyl)pyren-7-yl]-4,4,5,5-tetramethyl 1,3,2-dioxaborolane), BrC1=CC=CC=C1 (bromobenzene), P(=O)([O-])([O-])[O-].[K+].[K+].[K+] (tripotassium phosphate), CN(C=O)C (dimethylformamide). The reagents and catalysts are [Br-].C(CCC)[N+](CCCC)(CCCC)CCCC (tetrabutylammonium bromide), C(C)(=O)[O-].[Pd+2].C(C)(=O)[O-] (palladium acetate). Run in O (water). Run at temperature 130 celsius, time 8 hour. The product is C(C)(C)(C)C1=CC=C(C=C1)C1=CC=C2C=CC3=CC(=CC4=CC=C1C2=C34)C3=CC=CC=C3 (1-(4-t-butylphenyl)-7-phenylpyrene). As a reaction SMILES: [C:1]([C:5]1[CH:10]=[CH:9][C:8]([C:11]2[C:24]3[C:25]4=[C:26]5[C:21](=[CH:22][CH:23]=3)[CH:20]=[C:19](B3OC(C)(C)C(C)(C)O3)[CH:18]=[C:17]5[CH:16]=[CH:15][C:14]4=[CH:13][CH:12]=2)=[CH:7][CH:6]=1)([CH3:4])([CH3:3])[CH3:2].Br[C:37]1[CH:42]=[CH:41][CH:40]=[CH:39][CH:38]=1.P([O-])([O-])([O-])=O.[K+].[K+].[K+].CN(C)C=O>[Br-].C([N+](CCCC)(CCCC)CCCC)CCC.C([O-])(=O)C.[Pd+2].C([O-])(=O)C.O>[C:1]([C:5]1[CH:10]=[CH:9][C:8]([C:11]2[C:24]3[C:25]4=[C:26]5[C:21](=[CH:22][CH:23]=3)[CH:20]=[C:19]([C:37]3[CH:42]=[CH:41][CH:40]=[CH:39][CH:38]=3)[CH:18]=[C:17]5[CH:16]=[CH:15][C:14]4=[CH:13][CH:12]=2)=[CH:7][CH:6]=1)([CH3:3])([CH3:4])[CH3:2] |f:2.3.4.5,7.8,9.10.11|. Reported procedure: A mixed solution of 0.61 g of 2-[1-(4-t-butylphenyl)pyren-7-yl]-4,4,5,5-tetramethyl 1,3,2-dioxaborolane, 0.28 mL of bromobenzene, 1.2 g of tripotassium phosphate, 0.18 g of tetrabutylammonium bromide, 14 mg of palladium acetate and 15 mL of dimethylformamide was heated and stirred under a nitrogen gas stream at 130° C. for 8 hours. The solution was cooled to room temperature and poured into 75 mL of water, and then the precipitated solid was collected by filtration. The resulting solid was disso... Starting materials: C1(=CC=CC=C1)OC (anisole), FC(C(=O)O)(F)F (trifluoroacetic acid), FC(C(=O)O)(F)F (trifluoroacetic acid), C(C1=CC=CC=C1)(C1=CC=CC=C1)(C1=CC=CC=C1)NC=1SC=C(N1)/C(/C(=O)N[C@H]1[C@@H]2N(C(=C(CS2)C=CC2=C(N=CS2)C)C(=O)OCC2=CC=C(C=C2)OC)C1=O)=N/OC(C1=CC(=C(C=C1)OC(C)=O)OC(C)=O)C(=O)OC(C1=CC=CC=C1)C1=CC=CC=C1 (4-methoxybenzyl 7β-[(Z)-2-(2-tritylamino-4-thiazolyl)-2-[[(R S)-(diphenylmethoxy carbonyl)(3,4-diacetoxyphenyl)methoxyl]imino]acetamido]-3-[2-(4-methyl-5-thiazolyl)vinyl]-3-cephem-4-carboylate). Run in C(Cl)Cl (methylene chloride). Run at time 90 minute. Product: FC(C(=O)O)(F)F.CC=1N=CSC1C=CC=1CS[C@H]2N(C1C(=O)O)C(C2)=O (3-[2-(4-methyl-5-thiazolyl)vinyl]-3-cephem-4-carboxylic acid trifluoroacetate). Reaction SMILES: C(NC1SC=C(/C(=N/OC(C(OC(C2C=CC=CC=2)C2C=CC=CC=2)=O)C2C=CC(OC(=O)C)=C(OC(=O)C)C=2)/C(N[C@@H:30]2[C:57](=[O:58])[N:32]3[C:33]([C:45]([O:47]CC4C=CC(OC)=CC=4)=[O:46])=[C:34]([CH:37]=[CH:38][C:39]4[S:43][CH:42]=[N:41][C:40]=4[CH3:44])[CH2:35][S:36][C@H:31]23)=O)N=1)(C1C=CC=CC=1)(C1C=CC=CC=1)C1C=CC=CC=1.C1(OC)C=CC=CC=1.[F:100][C:101]([F:106])([F:105])[C:102]([OH:104])=[O:103]>C(Cl)Cl>[F:100][C:101]([F:106])([F:105])[C:102]([OH:104])=[O:103].[CH3:44][C:40]1[N:41]=[CH:42][S:43][C:39]=1[CH:38]=[CH:37][C:34]1[CH2:35][S:36][C@@H:31]2[CH2:30][C:57](=[O:58])[N:32]2[C:33]=1[C:45]([OH:47])=[O:46] |f:4.5|. Procedure details: 709 mg (0.558 mmol) of 4-methoxybenzyl 7β-[(Z)-2-(2-tritylamino-4-thiazolyl)-2-[[(R S)-(diphenylmethoxy carbonyl)(3,4-diacetoxyphenyl)methoxyl]imino]acetamido]-3-[2-(4-methyl-5-thiazolyl)vinyl]-3-cephem-4-carboylate was dissolved in 7 ml of methylene chloride and 2.8 ml of anisole and then 11.2 ml of trifluoroacetic acid was added under and then 11.2 ml of trifluoroacetic acid was added under ice-cooling and the reaction was performed for 90 min. Methylene chloride and trifluoroacetic acid were ... The reactants are COc2ccc1ccc(OC(C)C)cc1c2 (substrate), Cc1ccc([Mg]Br)cc1 (effective_coupling_partner). Reagents/catalysts: C1-CDC. Conditions: temperature 100 celsius, time 12 hour. Product: Cc4ccc(c3ccc2ccc(c1ccc(C)cc1)cc2c3)cc4. The reactants are SC1=NC2=CC=CC=C2N=C1 (2-mercaptoquinoxaline), [OH-].[Na+] (sodium hydroxide), Cl.CN(C1=C(CCl)C=CC=C1)C (2-dimethylaminobenzyl chloride hydrochloride). Solvent: C(C)O (ethanol), O (water). Run at time 18 hour. The product is CN(C1=C(CSC2=NC3=CC=CC=C3N=C2)C=CC=C1)C (2-(2-dimethylaminobenzylthio)quinoxaline). Isolated yield 82.4%. RXN SMILES: [SH:1][C:2]1[CH:11]=[N:10][C:9]2[C:4](=[CH:5][CH:6]=[CH:7][CH:8]=2)[N:3]=1.[OH-].[Na+].Cl.[CH3:15][N:16]([CH3:25])[C:17]1[CH:24]=[CH:23][CH:22]=[CH:21][C:18]=1[CH2:19]Cl>C(O)C.O>[CH3:15][N:16]([CH3:25])[C:17]1[CH:24]=[CH:23][CH:22]=[CH:21][C:18]=1[CH2:19][S:1][C:2]1[CH:11]=[N:10][C:9]2[C:4](=[CH:5][CH:6]=[CH:7][CH:8]=2)[N:3]=1 |f:1.2,3.4|. Reported procedure: To a solution of 1 g of 2-mercaptoquinoxaline in 40 ml of ethanol was added a solution of 530 mg of sodium hydroxide in 2 ml of water, and subsequently added 1.27 g of 2-dimethylaminobenzyl chloride hydrochloride. The resulting mixture was stirred at room temperature for 18 hrs., and the solvent was removed under reduced pressure. The residue was extracted with ethyl acetate. The organic layer was washed successively with 5% aqueous sodium hydroxide solution, water, and saturated aqueous sodium ...